Dataset: the Open Reaction Database (ORD), a public repository of structured organic reaction records. Task: describe an organic reaction: reactants, conditions, products, and yield Starting materials: C(C)(=O)OCC1=C(C=CC=C1)C(C(=O)N)=NOC (2-(2-acetoxymethylphenyl)-2-methoxyiminoacetamide), CN.CO (methylamine methanol). Solvent: CO (methanol). Yields the product OCC1=C(C=CC=C1)C(C(=O)NC)=NOC (2-(2-hydroxymethylphenyl)-2-methoxyimino-N-methylacetamide). As a reaction SMILES: C([O:4][CH2:5][C:6]1[CH:11]=[CH:10][CH:9]=[CH:8][C:7]=1[C:12](=[N:16][O:17][CH3:18])[C:13]([NH2:15])=[O:14])(=O)C.[CH3:19]N.CO>CO>[OH:4][CH2:5][C:6]1[CH:11]=[CH:10][CH:9]=[CH:8][C:7]=1[C:12](=[N:16][O:17][CH3:18])[C:13]([NH:15][CH3:19])=[O:14] |f:1.2|. Procedure: A mixture of 2-(2-acetoxymethylphenyl)-2-methoxyiminoacetamide (194 mg, E/Z≠79/21), methanol (3.0 ml) and a 40% methylamine/methanol solution (1.0 ml) was stirred at 40° C. for 3 hours. After the mixture was ice-cooled, the solvent was evaporated under reduced pressure to obtain the crude product (203 mg, E/Z≠91/9) of the title compound.